Dataset: the Open Reaction Database (ORD), a public repository of structured organic reaction records. Task: describe an organic reaction: reactants, conditions, products, and yield The reactants are Cc1c(OCC(F)(F)F)ccnc1CS(=O)c1nc2ccccc2[nH]1, COc1ccc(S(=O)(=O)Cl)cc1C(=O)OCCS(=O)(=O)c1ccc(C)cc1, ClCCl, [H-], [Na+], O. Yields the product COc1ccc(S(=O)(=O)n2c(S(=O)Cc3nccc(OCC(F)(F)F)c3C)nc3ccccc32)cc1C(=O)OCCS(=O)(=O)c1ccc(C)cc1. As a reaction SMILES: [CH3:1][c:2]1[c:3]([CH2:14][S:15](=[O:16])[c:17]2[n:18][c:19]3[c:20]([nH:21]2)[cH:22][cH:23][cH:24][cH:25]3)[n:4][cH:5][cH:6][c:7]1[O:8][CH2:9][C:10]([F:11])([F:12])[F:13].[Cl:28][S:29](=[O:30])(=[O:31])[c:32]1[cH:33][cH:34][c:35]([O:53][CH3:54])[c:36]([C:37](=[O:38])[O:39][CH2:40][CH2:41][S:42](=[O:43])(=[O:44])[c:45]2[cH:46][cH:47][c:48]([CH3:51])[cH:49][cH:50]2)[cH:52]1.[Cl:56][CH2:57][Cl:58].[H-:27].[Na+:26].[OH2:55]>>[CH3:1][c:2]1[c:3]([CH2:14][S:15](=[O:16])[c:17]2[n:18][c:19]3[c:20]([n:21]2[S:29](=[O:30])(=[O:31])[c:32]2[cH:33][cH:34][c:35]([O:53][CH3:54])[c:36]([C:37](=[O:38])[O:39][CH2:40][CH2:41][S:42](=[O:43])(=[O:44])[c:45]4[cH:46][cH:47][c:48]([CH3:51])[cH:49][cH:50]4)[cH:52]2)[cH:22][cH:23][cH:24][cH:25]3)[n:4][cH:5][cH:6][c:7]1[O:8][CH2:9][C:10]([F:11])([F:12])[F:13]. Reaction SMILES: [CH3:1][C:2]1([CH3:12])[CH2:11][NH:10][C@@H:9]2[C@@H:4]([CH2:5][CH2:6][CH2:7][CH2:8]2)[NH:3]1.Br[C:14]1[CH:22]=[C:21]2[C:17]([CH:18]=[CH:19][N:20]2[Si:23]([CH:30]([CH3:32])[CH3:31])([CH:27]([CH3:29])[CH3:28])[CH:24]([CH3:26])[CH3:25])=[CH:16][CH:15]=1.CC(C)([O-])C.[Na+].S([O-])([O-])(=O)=O.[Mg+2]>C([O-])(=O)C.[Pd+2].C([O-])(=O)C.F[B-](F)(F)F.C(P(C(C)(C)C)C(C)(C)C)(C)(C)C.C(OCC)(=O)C.O.C1(C)C=CC=CC=1>[CH3:1][C:2]1([CH3:12])[NH:3][C@H:4]2[C@H:9]([CH2:8][CH2:7][CH2:6][CH2:5]2)[N:10]([C:14]2[CH:22]=[C:21]3[C:17]([CH:18]=[CH:19][N:20]3[Si:23]([CH:27]([CH3:29])[CH3:28])([CH:30]([CH3:32])[CH3:31])[CH:24]([CH3:25])[CH3:26])=[CH:16][CH:15]=2)[CH2:11]1 |f:2.3,4.5,6.7.8,9.10|. Procedure: A toluene (8 mL) suspension of (4aS,8aR)-2,2-dimethyldecahydroquinoxaline (337 mg, 2.00 mmol), 6-bromo-1-(triisopropylsilyl)-1H-indole (846 mg, 2.40 mmol), sodium tert-butoxide (269 mg, 2.80 mmol), palladium (II) acetate (22.5 mg, 0.0902 mmol), and tri-tert -butylphosphine tetrafluoroborate (29.1 mg, 0.101 mmol) was stirred for 5 hours under reflux in a nitrogen atmosphere. The reaction mixture was cooled to room temperature. Then, water (0.5 mL) and ethyl acetate (10 mL) were added thereto, and... Yield: 85.3%. The solvent is C1(=CC=CC=C1)C (toluene), C(C)(=O)OCC (ethyl acetate), O (water). Run at time 5 hour. Reagents/catalysts: C(C)(=O)[O-].[Pd+2].C(C)(=O)[O-] (palladium (II) acetate), F[B-](F)(F)F.C(C)(C)(C)P(C(C)(C)C)C(C)(C)C (tri-tert -butylphosphine tetrafluoroborate). Product: CC1(CN([C@H]2CCCC[C@H]2N1)C1=CC=C2C=CN(C2=C1)[Si](C(C)C)(C(C)C)C(C)C)C ((4aR,8aS)-3,3-dimethyl-1-(1-(triisopropylsilyl)-1H-indol-6-yl)decahydroquinoxaline). Starting materials: CC1(N[C@@H]2CCCC[C@@H]2NC1)C ((4aS,8aR)-2,2-dimethyldecahydroquinoxaline), BrC1=CC=C2C=CN(C2=C1)[Si](C(C)C)(C(C)C)C(C)C (6-bromo-1-(triisopropylsilyl)-1H-indole), CC(C)([O-])C.[Na+] (sodium tert-butoxide), S(=O)(=O)([O-])[O-].[Mg+2] (magnesium sulfate). Reactants: C1(=CC=CC=C1)C1(CCN(CC1)C(=O)OC(C)(C)C)C(CC)=O (tert-butyl 4-phenyl-4-propionylpiperidine-1-carboxylate), C(C)(=O)O (acetic acid). Reagents/catalysts: [Rh] (rhodium on alumina). Run in O1CCOCC1 (dioxane). Reaction conditions: temperature 80 celsius, time 16 hour. Yields the product C1(CCCCC1)C1(CCN(CC1)C(=O)OC(C)(C)C)C(CC)=O (tert-butyl 4-cyclohexyl-4-propionylpiperidine-1-carboxylate). Isolated yield 92.7%. As a reaction SMILES: [C:1]1([C:7]2([C:20](=[O:23])[CH2:21][CH3:22])[CH2:12][CH2:11][N:10]([C:13]([O:15][C:16]([CH3:19])([CH3:18])[CH3:17])=[O:14])[CH2:9][CH2:8]2)[CH:6]=[CH:5][CH:4]=[CH:3][CH:2]=1.C(O)(=O)C>O1CCOCC1.[Rh]>[CH:1]1([C:7]2([C:20](=[O:23])[CH2:21][CH3:22])[CH2:8][CH2:9][N:10]([C:13]([O:15][C:16]([CH3:18])([CH3:19])[CH3:17])=[O:14])[CH2:11][CH2:12]2)[CH2:2][CH2:3][CH2:4][CH2:5][CH2:6]1. Procedure details: The following are introduced into a Parr bomb: 582 mg (1.83 mmol) of tert-butyl 4-phenyl-4-propionylpiperidine-1-carboxylate, 300 mg of rhodium on alumina and 0.5 mL of acetic acid in 15 mL of dioxane. The reaction mixture is placed under a hydrogen pressure of 6 bar and stirred at 80° C. for 16 hours. The reaction is stopped, filtered through Celite and washed with dichloromethane. The solvents are evaporated off and the residue is then chromatographed on silica gel (eluent: 95/5 heptane/ethyl ... Starting materials: Cc1cncc(C(=O)NC2CCN(Cc3ccccc3)CC2)c1, C1=CCCCC1, CCO. The product is Cc1cncc(C(=O)NC2CCNCC2)c1. As a reaction SMILES: [CH2:1]([c:2]1[cH:3][cH:4][cH:5][cH:6][cH:7]1)[N:8]1[CH2:9][CH2:10][CH:11]([NH:14][C:15]([c:16]2[cH:17][n:18][cH:19][c:20]([CH3:22])[cH:21]2)=[O:23])[CH2:12][CH2:13]1.[CH2:24]1[CH2:25][CH:26]=[CH:27][CH2:28][CH2:29]1.[CH3:30][CH2:31][OH:32]>>[NH:8]1[CH2:9][CH2:10][CH:11]([NH:14][C:15]([c:16]2[cH:17][n:18][cH:19][c:20]([CH3:22])[cH:21]2)=[O:23])[CH2:12][CH2:13]1. Starting materials: COCCOc1cc(NC(=O)OC(C)(C)C)c([N+](=O)[O-])cc1I, C#Cc1ccccc1. The product is COCCOc1cc(NC(=O)OC(C)(C)C)c([N+](=O)[O-])cc1C#Cc1ccccc1. RXN SMILES: [C:1]([CH3:2])([CH3:3])([CH3:4])[O:5][C:6]([NH:7][c:8]1[c:9]([N+:20](=[O:21])[O-:22])[cH:10][c:11]([I:19])[c:12]([O:14][CH2:15][CH2:16][O:17][CH3:18])[cH:13]1)=[O:23].[c:24]1([C:30]#[CH:31])[cH:25][cH:26][cH:27][cH:28][cH:29]1>>[C:1]([CH3:2])([CH3:3])([CH3:4])[O:5][C:6]([NH:7][c:8]1[c:9]([N+:20](=[O:21])[O-:22])[cH:10][c:11]([C:31]#[C:30][c:24]2[cH:25][cH:26][cH:27][cH:28][cH:29]2)[c:12]([O:14][CH2:15][CH2:16][O:17][CH3:18])[cH:13]1)=[O:23]. Starting materials: Cc1ccccc1, CC(=O)CC(O)CCSc1ccc(C(F)(F)F)cc1, O=C(O)C(Cl)(Cl)Cl. Yields the product CC(=O)C=CCCSc1ccc(C(F)(F)F)cc1. Reaction SMILES: [CH3:27][c:28]1[cH:29][cH:30][cH:31][cH:32][cH:33]1.[OH:1][CH:2]([CH2:3][C:4]([CH3:5])=[O:6])[CH2:7][CH2:8][S:9][c:10]1[cH:11][cH:12][c:13]([C:16]([F:17])([F:18])[F:19])[cH:14][cH:15]1.[OH:20][C:21]([C:22]([Cl:23])([Cl:24])[Cl:25])=[O:26]>>[CH:2](=[CH:3][C:4]([CH3:5])=[O:6])[CH2:7][CH2:8][S:9][c:10]1[cH:11][cH:12][c:13]([C:16]([F:17])([F:18])[F:19])[cH:14][cH:15]1. Product: C(C1=CC=CC=C1)OC(C[C@H](C(=O)N[C@H](C(C)(C)O)CO)N1C=C(C=C1)C1=CC=C(C=C1)C1=CC=CC=C1)=O (3(R)-[3-(biphenyl-4-yl)-1H-pyrrol-1-yl]-N-[2-hydroxy-1(S)-(hydroxymethyl)-2-methylpropyl]succinamic acid benzyl ester). The yield is 11.0%. Run in ClCCCl (1,2-dichloroethane). RXN SMILES: [CH2:1]([O:8][C:9](=[O:30])[CH2:10][C@@H:11]([NH:22][C:23](OC(C)(C)C)=O)[C:12]([NH:14][C@@H:15]([CH2:20][OH:21])[C:16]([OH:19])([CH3:18])[CH3:17])=[O:13])[C:2]1[CH:7]=[CH:6][CH:5]=[CH:4][CH:3]=1.FC(F)(F)C(O)=O.[C:38]1([C:53]2[CH:58]=[CH:57][CH:56]=[CH:55][CH:54]=2)[CH:43]=[CH:42][C:41]([CH:44]2[CH2:48]C(OC)O[CH:45]2OC)=[CH:40][CH:39]=1>ClCCCl>[CH2:1]([O:8][C:9](=[O:30])[CH2:10][C@@H:11]([N:22]1[CH:23]=[CH:45][C:44]([C:41]2[CH:42]=[CH:43][C:38]([C:53]3[CH:58]=[CH:57][CH:56]=[CH:55][CH:54]=3)=[CH:39][CH:40]=2)=[CH:48]1)[C:12]([NH:14][C@@H:15]([CH2:20][OH:21])[C:16]([OH:19])([CH3:17])[CH3:18])=[O:13])[C:2]1[CH:3]=[CH:4][CH:5]=[CH:6][CH:7]=1. Procedure details: According to the procedure described in Example 1(c) for N-(8-oxo-4-oxa-1,7-diaza-tricyclo-[9.6.1.012,17]-octa-deca-11(18),12,14,16-tetraen-9S-yl)-3(R)-(3-phenyl-1H-pyrrol-1-yl)succinamic acid benzyl ester, 3(R)-t-butoxycarbonylamino-N-(2-hydroxy-1(S)-hydroxymethyl-2-methyl-propyl)succinamic acid benzyl ester was deprotected with trifluoroacetic acid. The crude amine salt and 3-biphenyl-4-yl-2,5-dimethoxy-tetrahydrofuran (prepared as described in Example 1(a)) were condensed in anhydrous 1,2-dic... Starting materials: FC(C(=O)O)(F)F (trifluoroacetic acid), N-(8-oxo-4-oxa-1,7-diaza-tricyclo-[9.6.1.012,17]-octa-deca-11(18),12,14,16-tetraen-9S-yl)-3(R)-(3-phenyl-1H-pyrrol-1-yl)succinamic acid benzyl ester, amine, C1(=CC=C(C=C1)C1C(OC(C1)OC)OC)C1=CC=CC=C1 (3-biphenyl-4-yl-2,5-dimethoxy-tetrahydrofuran), C(C1=CC=CC=C1)OC(C[C@H](C(=O)N[C@H](C(C)(C)O)CO)NC(=O)OC(C)(C)C)=O (3(R)-t-butoxycarbonylamino-N-(2-hydroxy-1(S)-hydroxymethyl-2-methyl-propyl)succinamic acid benzyl ester), FC(C(=O)O)(F)F (trifluoroacetic acid). Reactants: O.C1(=CC=C(C=C1)S(=O)(=O)O)C (p-toluenesulfonic acid hydrate), C(C)(C)(C)OC(=O)NN (tert-butoxycarbonylhydrazine), C(C1=CC=CC=C1)OC(=O)N(CC(=O)O)CC(OCC)OCC (N-benzyloxycarbonyl-N-(2,2-diethoxyethyl) glycine), CCN=C=NCCCN(C)C (WSC). Reaction SMILES: [C:1]([O:5][C:6]([NH:8][NH2:9])=[O:7])([CH3:4])([CH3:3])[CH3:2].[CH2:10]([O:17][C:18]([N:20]([CH2:25][CH:26](OCC)OCC)[CH2:21][C:22](O)=[O:23])=[O:19])[C:11]1[CH:16]=[CH:15][CH:14]=[CH:13][CH:12]=1.CCN=C=NCCCN(C)C.O.C1(C)C=CC(S(O)(=O)=O)=CC=1>C(#N)C.C1(C)C=CC=CC=1>[CH2:10]([O:17][C:18]([N:20]1[CH:25]=[CH:26][N:9]([NH:8][C:6]([O:5][C:1]([CH3:4])([CH3:3])[CH3:2])=[O:7])[C:22](=[O:23])[CH2:21]1)=[O:19])[C:11]1[CH:16]=[CH:15][CH:14]=[CH:13][CH:12]=1 |f:3.4|. Procedure details: A solution of tert-butoxycarbonylhydrazine (3.96 g) and N-benzyloxycarbonyl-N-(2,2-diethoxyethyl) glycine (9.76 g) in acetonitrile (100 ml) was treated with WSC (5.75 g) and stirred at room temperature for 15 hours. The reaction mixture was concentrated to obtain a residue, which was partitioned between ethyl acetate and water, and then the organic phase was washed with water, aqueous sodium bicarbonate, aqueous solution of citric acid and brine, dried and then concentrated. The residue obtained... Conditions: time 15 hour. The solvent is C(C)#N (acetonitrile), C1(=CC=CC=C1)C (toluene). Yield: 17.7%. The product is C(C1=CC=CC=C1)OC(=O)N1CC(N(C=C1)NC(=O)OC(C)(C)C)=O (4-benzyloxycarbonyl-1-(tert-butoxycarbonylamino)-2-oxo-1,2,3,4-tetrahydropyrazine). The reactants are C([O-])([O-])=O.[K+].[K+] (potassium carbonate), C(C(C)(C)C)(=O)Cl (Pivaloyl chloride), C(C)(=O)OOC1=NC=2CCCCC2N=C1CC1=CC=CC=C1 ((3-benzyl-5,6,7,8-tetrahydroquinoxaline-2-yl oxy) acetate), Cl.ClCCN (2-chloroethylamine hydrochloride). The solvent is O1CCCC1 (tetrahydrofuran), C(C)N(CC)CC (triethylamine), C(C)N(CC)CC (triethylamine), C(Cl)(Cl)Cl (Chloroform). Reaction conditions: time 30 minute. Product: ClCCNC(COC1=NC=2CCCCC2N=C1CC1=CC=CC=C1)=O (N-(2-chloroethyl)-(3-benzyl-5,6,7,8-tetrahydroquinoxaline-2-yl oxy) acetamide). Isolated yield 79.5%. RXN SMILES: [C:1](Cl)(=[O:6])[C:2](C)(C)C.C(O[O:12][C:13]1[C:22]([CH2:23][C:24]2[CH:29]=[CH:28][CH:27]=[CH:26][CH:25]=2)=[N:21][C:20]2[CH2:19][CH2:18][CH2:17][CH2:16][C:15]=2[N:14]=1)(=O)C.Cl.[Cl:31][CH2:32][CH2:33][NH2:34].C(=O)([O-])[O-].[K+].[K+]>O1CCCC1.C(N(CC)CC)C.C(Cl)(Cl)Cl>[Cl:31][CH2:32][CH2:33][NH:34][C:1](=[O:6])[CH2:2][O:12][C:13]1[C:22]([CH2:23][C:24]2[CH:25]=[CH:26][CH:27]=[CH:28][CH:29]=2)=[N:21][C:20]2[CH2:19][CH2:18][CH2:17][CH2:16][C:15]=2[N:14]=1 |f:2.3,4.5.6|. Reported procedure: Pivaloyl chloride (3.05 g, 25 mM) was added dropwise at -5° C. to compound 660 (7.45 g, 25 mM) and triethylamine (3.5 ml, 25 mM) dissolved in tetrahydrofuran (45 ml), then the mixture was stirred for 30 minutes. Chloroform (25 ml) in solution with 2-chloroethylamine hydrochloride (2.90 g) and triethylamine (3.5 ml) was added dropwise thereto, then the mixture was stirred for 1 hour with ice cooling and 4 hours at room temperature. Dilute aqueous potassium carbonate was added to the reaction mixt...